From a dataset of the Open Reaction Database (ORD), a public repository of structured organic reaction records. describe an organic reaction: reactants, conditions, products, and yield Procedure details: By the method of Preparation 1, 4,4'-dichlorobenzophenone (5.00 g, 19.9 mmol) was hologated using triethyl 4-phosphonocrotonate (5.23 g, 20.9 mmol) and sodium hydride (0.528 g, 22 mmol) to give, after purification, 1.94 g (28% yield) of title product, mp 99-100° C. Isolated yield 28.1%. Starting materials: ClC1=CC=C(C(=O)C2=CC=C(C=C2)Cl)C=C1 (4,4'-dichlorobenzophenone), CCOC(=O)/C=C/CP(=O)(OCC)OCC (triethyl 4-phosphonocrotonate), [H-].[Na+] (sodium hydride). As a reaction SMILES: [Cl:1][C:2]1[CH:16]=[CH:15][C:5]([C:6]([C:8]2[CH:13]=[CH:12][C:11]([Cl:14])=[CH:10][CH:9]=2)=O)=[CH:4][CH:3]=1.[CH3:17][CH2:18][O:19][C:20](/[CH:22]=[CH:23]/[CH2:24]P(OCC)(OCC)=O)=[O:21].[H-].[Na+]>>[Cl:1][C:2]1[CH:16]=[CH:15][C:5]([C:6]([C:8]2[CH:13]=[CH:12][C:11]([Cl:14])=[CH:10][CH:9]=2)=[CH:24]/[CH:23]=[CH:22]/[C:20]([O:19][CH2:18][CH3:17])=[O:21])=[CH:4][CH:3]=1 |f:2.3|. Product: ClC1=CC=C(C=C1)C(=C/C=C/C(=O)OCC)C1=CC=C(C=C1)Cl (Ethyl (E)-5 5-Di(4-chlorophenyl)-2,4-pentadienoate). The reactants are C(C)(C)(C)OC(N[C@@H](C)C1=NC2=C(N1C=1C=NC=C(C1)F)C=C(C=C2)F)=O ({(S)-1-[6-fluoro-1-(5-fluoropyridin-3-yl)-1H-benzoimidazol-2-yl]ethyl}carbamic acid tert-butyl ester), NC1=NC=NC(=C1C#N)Cl (4-amino-6-chloropyrimidine-5-carbonitrile), CCN(C(C)C)C(C)C (DIPEA), crude mixture. Solvent: C(Cl)Cl (DCM), C(=O)(C(F)(F)F)O (TFA), CC(C)O (IPA), CO (MeOH). Run at time 2 hour. Yields the product NC1=NC=NC(=C1C#N)N[C@@H](C)C1=NC2=C(N1C=1C=NC=C(C1)F)C=C(C=C2)F (4-Amino-6-{(S)-1-[6-fluoro-1-(5-fluoro-pyridin-3-yl)-1H-benzoimidazol-2-yl]-ethylamino}-pyrimidine-5-carbonitrile). Reaction SMILES: C(O[C:6](=O)[NH:7][C@H:8]([C:10]1[N:14]([C:15]2[CH:16]=[N:17][CH:18]=[C:19]([F:21])[CH:20]=2)[C:13]2[CH:22]=[C:23]([F:26])[CH:24]=[CH:25][C:12]=2[N:11]=1)[CH3:9])(C)(C)C.[NH2:28][C:29]1[C:34]([C:35]#[N:36])=C(Cl)[N:32]=[CH:31][N:30]=1.CCN(C(C)C)C(C)C>C(Cl)Cl.C(O)(C(F)(F)F)=O.CC(O)C.CO>[NH2:28][C:29]1[C:34]([C:35]#[N:36])=[C:6]([NH:7][C@H:8]([C:10]2[N:14]([C:15]3[CH:16]=[N:17][CH:18]=[C:19]([F:21])[CH:20]=3)[C:13]3[CH:22]=[C:23]([F:26])[CH:24]=[CH:25][C:12]=3[N:11]=2)[CH3:9])[N:32]=[CH:31][N:30]=1. Procedure details: A mixture of {(S)-1-[6-fluoro-1-(5-fluoropyridin-3-yl)-1H-benzoimidazol-2-yl]ethyl}carbamic acid tert-butyl ester (165 mg, 0.44 mmol) in DCM (3 mL) and TFA (1 mL) was stirred at RT for 2 h. The reaction mixture was loaded onto an Isolute® SCX-2 cartridge and washed with MeOH followed by 2M NH3/MeOH. The basic fractions were combined and concentrated in vacuo to afford a yellow oil. A mixture of this residue, 4-amino-6-chloropyrimidine-5-carbonitrile (68 mg, 0.44 mmol) and DIPEA (230 mL, 1.32 mmo... The reactants are Cl.NC(=N)N (guanidine hydrochloride), C[O-].[Na+] (sodium methoxide), Cl.ClC(=O)C1=CN(C2=CC=CC=C12)C=1N=CC2=CC=CC=C2C1 (3-chlorocarbonyl-1-(isoquinol-3-yl)-1H-indole hydrochloride). Solvent: CO (methanol), O1CCCC1.ClCCl (tetrahydrofuran dichloromethane), ClCCl (dichloromethane). Run at temperature 22 celsius, time 2 hour. Yields the product Cl.N(C(=N)N)C(=O)C1=CN(C2=CC=CC=C12)C=1N=CC2=CC=CC=C2C1 (3-guanidinocarbonyl-1-(isoquinol-3-yl)-1H-indole hydrochloride). Yield: 35.2%. As a reaction SMILES: Cl.[NH2:2][C:3]([NH2:5])=[NH:4].C[O-].[Na+].Cl.[Cl:10][C:11]([C:13]1[C:21]2[C:16](=[CH:17][CH:18]=[CH:19][CH:20]=2)[N:15]([C:22]2[N:23]=[CH:24][C:25]3[C:30]([CH:31]=2)=[CH:29][CH:28]=[CH:27][CH:26]=3)[CH:14]=1)=[O:12]>CO.O1CCCC1.ClCCl.ClCCl>[ClH:10].[NH:4]([C:11]([C:13]1[C:21]2[C:16](=[CH:17][CH:18]=[CH:19][CH:20]=2)[N:15]([C:22]2[N:23]=[CH:24][C:25]3[C:30]([CH:31]=2)=[CH:29][CH:28]=[CH:27][CH:26]=3)[CH:14]=1)=[O:12])[C:3]([NH2:5])=[NH:2] |f:0.1,2.3,4.5,7.8,10.11|. Reported procedure: 0.974 g (10.2 mmol) of guanidine hydrochloride is added to a solution of 0.55 g (10.2 mmol) of sodium methoxide in 10 cm3 of methanol at a temperature in the region of 22° C. under an argon atmosphere. After stirring at a temperature in the region of 22° C. for 2 hours, the solvent is evaporated off under reduced pressure (2.7 kPa). The residue, placed under an argon atmosphere, is taken up in 20 cm3 of a tetrahydrofuran/dichloromethane (1/1 by volume) mixture and then 0.7 g (2.04 mmol) of 3-chl... Reactants: Br.CSC(N)=N (S-methylisothiourea hydrobromide), O=C1C(SCCC1)C(=O)OCC (ethyl 3-oxotetrahydrothiopyran-2-carboxylate), methanolic solution, ice water, [OH-].[K+] (potassium hydroxide). Solvent: C(C)(=O)O (acetic acid). Reaction conditions: time 2 hour. The product is OC=1C2=C(N=C(N1)SC)CCCS2 (4-hydroxy-2-methylthio-7,8-dihydro-6H-thiopyrano[3,2-d]pyrimidine). As a reaction SMILES: O=[C:2]1[CH2:7][CH2:6][CH2:5][S:4][CH:3]1[C:8]([O:10]CC)=O.[OH-].[K+].Br.[CH3:16][S:17][C:18](=[NH:20])[NH2:19]>C(O)(=O)C>[OH:10][C:8]1[C:3]2[S:4][CH2:5][CH2:6][CH2:7][C:2]=2[N:19]=[C:18]([S:17][CH3:16])[N:20]=1 |f:1.2,3.4|. Procedure: 20 g of ethyl 3-oxotetrahydrothiopyran-2-carboxylate was added to 120 ml of a methanolic solution containing 9 g of potassium hydroxide at room temperature while stirring. Then, a small amount of S-methylisothiourea hydrobromide was added to the mixture and the stirring was continued for 2 hours. The reaction solution was then poured into ice-water, and the mixture was made acidic with acetic acid. The precipitated crystals were separated by filtration and recrystallized from acetic acid to obta... RXN SMILES: [Br-:18].[Br-:19].[Br-:20].[CH2:21]([N+:22]([CH2:23][CH2:24][CH2:25][CH3:26])([CH2:27][CH2:28][CH2:29][CH3:30])[CH2:31][CH2:32][CH2:33][CH3:34])[CH2:35][CH2:36][CH3:37].[CH2:38]([N+:39]([CH2:40][CH2:41][CH2:42][CH3:43])([CH2:44][CH2:45][CH2:46][CH3:47])[CH2:48][CH2:49][CH2:50][CH3:51])[CH2:52][CH2:53][CH3:54].[CH2:55]([N+:56]([CH2:57][CH2:58][CH2:59][CH3:60])([CH2:61][CH2:62][CH2:63][CH3:64])[CH2:65][CH2:66][CH2:67][CH3:68])[CH2:69][CH2:70][CH3:71].[CH:1]([CH3:2])([CH3:3])[N:4]1[CH2:5][CH2:6][N:7]([CH:15]([CH3:16])[CH3:17])[c:8]2[cH:9][c:10]([CH3:14])[cH:11][cH:12][c:13]21.[Cl:72][CH2:73][Cl:74]>>[CH:1]([CH3:2])([CH3:3])[N:4]1[CH2:5][CH2:6][N:7]([CH:15]([CH3:16])[CH3:17])[c:8]2[cH:9][c:10]([CH3:14])[c:11]([Br:18])[cH:12][c:13]21. The product is Cc1cc2c(cc1Br)N(C(C)C)CCN2C(C)C. Reactants: [Br-], [Br-], [Br-], CCCC[N+](CCCC)(CCCC)CCCC, CCCC[N+](CCCC)(CCCC)CCCC, CCCC[N+](CCCC)(CCCC)CCCC, Cc1ccc2c(c1)N(C(C)C)CCN2C(C)C, ClCCl. The reactants are C1(=CC=CC=C1)C1(CC[C@@]([C@@H]2CN(C[C@H]12)C(=O)OC(C)(C)C)(O)C1=C(C=CC=C1)OC)C1=CC=CC=C1 ((3aS,4S,7aS)-7,7-diphenyl-4-(2-methoxyphenyl)-2-tert-butoxycarbonyl-perhydroisoindol-4-ol), Cl (hydrochloric acid). The solvent is C(C)(=O)O (acetic acid). Product: Cl.C1(=CC=CC=C1)C1([C@H]2CNC[C@H]2C(=CC1)C1=C(C=CC=C1)OC)C1=CC=CC=C1 ((3aS,7aR)-4,4-diphenyl-7-(2-methoxyphenyl)-2,3,3a, 4,5,7a-hexahydroisoindole hydrochloride). As a reaction SMILES: [C:1]1([C:7]2([C:32]3[CH:37]=[CH:36][CH:35]=[CH:34][CH:33]=3)[C@@H:15]3[C@@H:11]([CH2:12][N:13](C(OC(C)(C)C)=O)[CH2:14]3)[C@@:10]([C:24]3[CH:29]=[CH:28][CH:27]=[CH:26][C:25]=3[O:30][CH3:31])(O)[CH2:9][CH2:8]2)[CH:6]=[CH:5][CH:4]=[CH:3][CH:2]=1.[ClH:38]>C(O)(=O)C>[ClH:38].[C:32]1([C:7]2([C:1]3[CH:2]=[CH:3][CH:4]=[CH:5][CH:6]=3)[CH2:8][CH:9]=[C:10]([C:24]3[CH:29]=[CH:28][CH:27]=[CH:26][C:25]=3[O:30][CH3:31])[C@H:11]3[C@@H:15]2[CH2:14][NH:13][CH2:12]3)[CH:33]=[CH:34][CH:35]=[CH:36][CH:37]=1 |f:3.4|. Procedure details: A solution of 8.56 g of (3aS,4S,7aS)-7,7-diphenyl-4-(2-methoxyphenyl)-2-tert-butoxycarbonyl-perhydroisoindol-4-ol in 53 cm3 of acetic acid and 30 cm3 of 12N hydrochloric acid is heated at 95° C. for 45 minutes, and then cooled to room temperature and concentrated to dryness under reduced pressure (2.7 kPa). The residue is recrystallised from 20 cm3 of acetonitrile. 5.2 g of (3aS,7aR)-4,4-diphenyl-7-(2-methoxyphenyl)-2,3,3a, 4,5,7a-hexahydroisoindole hydrochloride are obtained in the form of whit... Reactants: C([C@H](O)C1=CC=CC=C1)(=O)O ((R)-(-)- mandelic acid), COC=1C=C(C(C)N)C=CC1 ((±) 3-methoxy-α-methylbenzylamine). Run in C(C)(C)O (isopropanol). The product is COC=1C=C([C@@H](C)N)C=CC1 ((R)-3-methoxy-α-methylbenzylamine). Isolated yield 41.4%. RXN SMILES: C(O)(=O)[C@@H](C1C=CC=CC=1)O.[CH3:12][O:13][C:14]1[CH:15]=[C:16]([CH:20]=[CH:21][CH:22]=1)[CH:17]([NH2:19])[CH3:18]>C(O)(C)C>[CH3:12][O:13][C:14]1[CH:15]=[C:16]([CH:20]=[CH:21][CH:22]=1)[C@H:17]([NH2:19])[CH3:18]. Procedure details: A solution of 14.0 g (92.0 mmol) of (R)-(-)- mandelic acid (Aldrich, 99+%), 14.0 g (92.7 mmol) of (±) 3-methoxy-α-methylbenzylamine and 500 mL of isopropanol was brought to reflux and gravity filtered while hot. The solution was then seeded at 50° C. with diastereomerically-pure seeds. After cooling to room temperature, the mixture was filtered to afford 10.9 g of a fluffy, white solid. This was recrystallized from 500 mL of isopropanol. The solids were collected then partitioned between ethyl a... Reactants: I(=O)(=O)(=O)[O-].[Na+] (Sodium metaperiodate), ClC1=NC(=C(C(=N1)Cl)C)C(=C)OCC (2,4-Dichloro-6-(1-ethoxyvinyl)-5-methylpyrimidine), [Mn](=O)(=O)(=O)[O-].[K+] (potassium permanganate). The solvent is O1CCOCC1 (1,4-dioxane), O (water). Run at time 2 hour. Product: ClC1=NC(=C(C(=N1)C(=O)OCC)C)Cl (Ethyl 2,6-dichloro-5-methylpyrimidine-4-carboxylate). Reaction SMILES: I([O-])(=O)(=O)=O.[Na+].[Cl:7][C:8]1[N:13]=[C:12]([Cl:14])[C:11]([CH3:15])=[C:10]([C:16]([O:18][CH2:19][CH3:20])=C)[N:9]=1.[Mn]([O-])(=O)(=O)=[O:22].[K+]>O.O1CCOCC1>[Cl:7][C:8]1[N:9]=[C:10]([C:16]([O:18][CH2:19][CH3:20])=[O:22])[C:11]([CH3:15])=[C:12]([Cl:14])[N:13]=1 |f:0.1,3.4|. Procedure details: Sodium metaperiodate (2.111 g, 9.87 mmol) was suspended in water (20 mL) and sonicated until a clear solution was obtained. 2,4-Dichloro-6-(1-ethoxyvinyl)-5-methylpyrimidine (1.15 g, 4.93 mmol) dissolved in 1,4-dioxane (40 mL) was added followed by potassium permanganate (0.117 g, 0.74 mmol). The mixture was stirred at rt for 2 h. The mixture was filtered. The filtrate was diluted with saturated solutions of sodium bicarbonate and sodium chloride and extracted twice with ethyl acetate. The organ...